describe an organic reaction: reactants, conditions, products, and yield From a dataset of the Open Reaction Database (ORD), a public repository of structured organic reaction records. The reactants are 3, CC(C)S(=O)(=O)Cl (2-propanesulfonyl chloride), NC=1C=C(C=CC1)C1=CC=C(C=C1)C(CNS(=O)(=O)N(C)C)(C)F ({2-[4-(3-aminophenyl)phenyl]-2-fluoropropyl}[(dimethylamino)sulfonyl]amine), C1CCC2=NCCCN2CC1 (DBU). The solvent is C1CCOC1 (THF). Conditions: temperature 0 celsius. Product: CN(S(=O)(=O)NCC(C)(C1=CC=C(C=C1)C1=CC(=CC=C1)NS(=O)(=O)C(C)C)F)C ([(Dimethylamino)sulfonyl]{2-fluoro-2-[4-(3-{[(methylethyl)sulfonyl]amino}phenyl)phenyl]propyl}amine). Reaction SMILES: [CH3:1][CH:2]([S:4](Cl)(=[O:6])=[O:5])[CH3:3].[NH2:8][C:9]1[CH:10]=[C:11]([C:15]2[CH:20]=[CH:19][C:18]([C:21]([F:31])([CH3:30])[CH2:22][NH:23][S:24]([N:27]([CH3:29])[CH3:28])(=[O:26])=[O:25])=[CH:17][CH:16]=2)[CH:12]=[CH:13][CH:14]=1.C1CCN2C(=NCCC2)CC1>C1COCC1>[CH3:29][N:27]([CH3:28])[S:24]([NH:23][CH2:22][C:21]([F:31])([C:18]1[CH:17]=[CH:16][C:15]([C:11]2[CH:12]=[CH:13][CH:14]=[C:9]([NH:8][S:4]([CH:2]([CH3:3])[CH3:1])(=[O:6])=[O:5])[CH:10]=2)=[CH:20][CH:19]=1)[CH3:30])(=[O:25])=[O:26]. Reported procedure: In a 250 mL 3 neck flask fitted with a stirrer and thermometer, 356 mg of 2-propanesulfonyl chloride is added dropwise to 350 mg of {2-[4-(3-aminophenyl)phenyl]-2-fluoropropyl}[(dimethylamino)sulfonyl]amine (prepared in example 38) and 380 mg of DBU in THF (125 mL) while stirring at 0° C. under a nitrogen atmosphere. The reaction is allowed to warm to room temperature and then stirred overnight at this temperature. In the morning, the reaction is concentrated under reduced vacuum. The resulting ... Starting materials: [Li]C(C)(C)C (tert-BuLi), BrC=1C=CC(=C2CCN(C12)C(=O)OC(C)(C)C)F (1,1-dimethylethyl 7-bromo-4-fluoro-2,3-dihydro-1H-indole-1-carboxylate), C(=O)=O (dry ice). Run in C1CCOC1 (THF). Conditions: time 5 minute. Product: CC(C)(C)OC(=O)N1CCC2=C(C=CC(=C12)C(=O)O)F (1-{[(1,1-Dimethylethyl)oxy]carbonyl}-4-fluoro-2,3-dihydro-1H-indole-7-carboxylic acid). Reaction SMILES: [Li]C(C)(C)C.Br[C:7]1[CH:8]=[CH:9][C:10]([F:23])=[C:11]2[C:15]=1[N:14]([C:16]([O:18][C:19]([CH3:22])([CH3:21])[CH3:20])=[O:17])[CH2:13][CH2:12]2.[C:24](=[O:26])=[O:25]>C1COCC1>[CH3:20][C:19]([O:18][C:16]([N:14]1[C:15]2[C:11](=[C:10]([F:23])[CH:9]=[CH:8][C:7]=2[C:24]([OH:26])=[O:25])[CH2:12][CH2:13]1)=[O:17])([CH3:22])[CH3:21]. Procedure: A solution of 1.6 M tert-BuLi (1.2 mL, 1.92 mmol) was added to a solution of 1,1-dimethylethyl 7-bromo-4-fluoro-2,3-dihydro-1H-indole-1-carboxylate (260 mg, 0.92 mmol) in THF (52 mL) at −78 (bath temp). The reaction was stirred for 5 min, and dry ice (CO2) powder was added. The reaction was stirred for 10 min, and was allowed to warm slowly to room temperature. The reaction mixture was washed with EtOAc, and the organic layer was evaporated. The crude product was purified by flash chromatography... The reactants are C1=CC=C(C=C1)P(C2=CC=CC=C2)C3=C(C4=CC=CC=C4C=C3)C5=C(C=CC6=CC=CC=C65)P(C7=CC=CC=C7)C8=CC=CC=C8 ((S)-BINAP), C(CCCC)C1C(C(CC1)=CN(C1=CC=CC=C1)C)=O (2-pentyl-5-(N-methyl-anilinomethylene)-cyclopentanone), BrC1=CC=CC=C1 (Bromobenzene), CC(C)([O-])C.[Na+] (sodium t-butoxide). The reagents and catalysts are C(C)(=O)[O-].[Pd+2].C(C)(=O)[O-] (palladium acetate). The solvent is C1(=CC=CC=C1)C (Toluene). Run at time 1 minute. Product: C1(=CC(=CC=C1)C1(C(C(CC1)=CN(C1=CC=CC=C1)C)=O)CCCCC)C (2-(3-Tolyl)2-pentyl-5-(N-methyl-anilinomethylene)-cyclopentanone). The yield is 468.4%. Reaction SMILES: C1C=CC(P(C2C=CC3[C:16](=[CH:17][CH:18]=[CH:19][CH:20]=3)[C:15]=2[C:24]2[C:33]3[C:28](=[CH:29]C=CC=3)[CH:27]=[CH:26][C:25]=2P(C2C=CC=CC=2)C2C=CC=CC=2)C2C=CC=CC=2)=CC=1.C(C1[CH2:56][CH2:55][C:54](=[CH:57][N:58]([CH3:65])[C:59]2[CH:64]=[CH:63][CH:62]=[CH:61][CH:60]=2)[C:53]1=[O:66])CCCC.BrC1C=CC=CC=1.CC(C)([O-])C.[Na+]>C([O-])(=O)C.[Pd+2].C([O-])(=O)C.C1(C)C=CC=CC=1>[C:28]1([CH3:29])[CH:27]=[CH:26][CH:25]=[C:24]([C:15]2([CH2:16][CH2:17][CH2:18][CH2:19][CH3:20])[CH2:56][CH2:55][C:54](=[CH:57][N:58]([CH3:65])[C:59]3[CH:64]=[CH:63][CH:62]=[CH:61][CH:60]=3)[C:53]2=[O:66])[CH:33]=1 |f:3.4,5.6.7|. Procedure: An oven dried Schlenk tube equipped with a rubber septum was cooled under an argon purge. The septum was removed and the tube was charged with palladium acetate (11.2 mg, 0.05 mmol, 10 mol % Pd), (S)-BINAP (46 mg, 0.075 mmol, 15 mol %) and 2-pentyl-5-(N-methyl-anilinomethylene)-cyclopentanone (136 mg, 0.5 mmol). Toluene (2 mL) was added and the mixture was stirred for 1 min at room temperature. Bromobenzene (157 mg, 1.0 mmol) and sodium t-butoxide (96 mg, 1.0 mmol) were added to the tube. The tu... Starting materials: Compound B3, C(#N)C1=CC=C2C=3C(C4=C(C(C3NC2=C1)(C)C)C=C(C=C4)C(=O)O)=O (3-cyano-6,6-dimethyl-11-oxo-6,11-dihydro-5H-benzo[b]carbazol-8-carboxylic acid), O=S1(CC(CC1)N)=O ((1,1-dioxotetrahydrothiophen-3-yl)amine). Product: O=S1(CC(CC1)NC(=O)C=1C=CC2=C(C(C=3NC4=CC(=CC=C4C3C2=O)C#N)(C)C)C1)=O (3-Cyano-6,6-dimethyl-11-oxo-6,11-dihydro-5H-benzo[b]carbazol-8-carboxylic acid (1,1-dioxo-tetrahydro-thiophen-3-yl)-amide). RXN SMILES: [C:1]([C:3]1[CH:15]=[C:14]2[C:6]([C:7]3[C:8](=[O:25])[C:9]4[CH:21]=[CH:20][C:19]([C:22]([OH:24])=O)=[CH:18][C:10]=4[C:11]([CH3:17])([CH3:16])[C:12]=3[NH:13]2)=[CH:5][CH:4]=1)#[N:2].[O:26]=[S:27]1(=[O:33])[CH2:31][CH2:30][CH:29]([NH2:32])[CH2:28]1>>[O:26]=[S:27]1(=[O:33])[CH2:31][CH2:30][CH:29]([NH:32][C:22]([C:19]2[CH:20]=[CH:21][C:9]3[C:8](=[O:25])[C:7]4[C:6]5[C:14](=[CH:15][C:3]([C:1]#[N:2])=[CH:4][CH:5]=5)[NH:13][C:12]=4[C:11]([CH3:16])([CH3:17])[C:10]=3[CH:18]=2)=[O:24])[CH2:28]1. Procedure: Under the same conditions as the method for synthesizing Compound B3-15, the title compound was prepared from Compound B2-28 and (1,1-dioxotetrahydrothiophen-3-yl)amine Reactants: CN(C)CCN(C)C (TMEDA), [Li]CCCC (nBuLi), CN(C)C=O (DMF), C1(=CC=CC=C1)C1=C(C=CC=C1)OC (2-phenylanisol). Run in hexanes, hexanes, C1CCOC1 (THF). Run at temperature 100 celsius, time 30 minute. Product: COC1=C(C=CC=C1C=O)C1=CC=CC=C1 (2-Methoxybiphenyl-3-carbaldehyde). The yield is 82.0%. As a reaction SMILES: CN(CCN(C)C)C.[Li]CCCC.[C:14]1([C:20]2[CH:25]=[CH:24][CH:23]=[CH:22][C:21]=2[O:26][CH3:27])[CH:19]=[CH:18][CH:17]=[CH:16][CH:15]=1.CN([CH:31]=[O:32])C>C1COCC1>[CH3:27][O:26][C:21]1[C:22]([CH:31]=[O:32])=[CH:23][CH:24]=[CH:25][C:20]=1[C:14]1[CH:15]=[CH:16][CH:17]=[CH:18][CH:19]=1. Reported procedure: To a solution of 17.4 g (0.15 mol) of dry TMEDA in 600 mL of hexanes, 60.0 mL (0.15 mol) of 2.5 M nBuLi in hexanes was added at room temperature. This mixture was stirred for 30 min, and then 27.6 g (0.15 mol) of 2-phenylanisol was added. This mixture was stirred for 4 hr at 55° C., then heated to 100° C., and a solution of 28.0 g (0.38 mol) of DMF in 200 mL of THF was added dropwise with vigorous stirring. The resulting mixture was evaporated to dryness, and the product was isolated by flash ch... The reactants are Cl (hydrochloric acid), solution, C(=C)(C)C=1C=C(C#N)C=CC1 (3-isopropenylbenzonitrile). Run at time 12 hour. Procedure: A solution of 3-isopropenylbenzonitrile (6.0 g, 41.9 mmol) and 10% Pd/C (600 mg) in ethanol (65 mL) and acetic acid (2.4 mL) is degassed with nitrogen for 15 min, and shaken under an atmosphere of hydrogen at 50 psi for 12 h. The reaction mixture is filtered through diatomaceous earth and concentrated under reduced pressure to provide an oil. The oil is dissolved in methanol (5 mL) and hydrochloric acid (15 mL of a 1 M solution in diethyl ether) is added. The resulting precipitate is collected b... Reagents/catalysts: [Pd] (Pd/C). Solvent: C(C)OCC (diethyl ether), C(C)O (ethanol), C(C)(=O)O (acetic acid), CO (methanol). RXN SMILES: [C:1]([C:4]1[CH:5]=[C:6]([CH:9]=[CH:10][CH:11]=1)[C:7]#[N:8])([CH3:3])=[CH2:2].[ClH:12]>C(O)C.C(O)(=O)C.CO.C(OCC)C.[Pd]>[ClH:12].[CH:1]([C:4]1[CH:5]=[C:6]([CH:9]=[CH:10][CH:11]=1)[CH2:7][NH2:8])([CH3:3])[CH3:2] |f:7.8|. Product: Cl.C(C)(C)C=1C=C(CN)C=CC1 (3-Isopropylbenzylamine hydrochloride). Starting materials: C(C1=CC=CC=C1)(=O)ON1C(NCC1)=NC1=C(C=CC=C1Cl)Cl (1-benzoyloxy-2-[(2,6-dichlorophenyl)imino]-imidazolidine), Br (hydrobromic acid). Product: Br.ClC1=C(C(=CC=C1)Cl)N=C1N(CCN1)O (2-[(2,6-dichlorophenyl)imino]-1-hydroxyimidazolidine hydrobromide). Reaction SMILES: C([O:9][N:10]1[CH2:14][CH2:13][NH:12][C:11]1=[N:15][C:16]1[C:21]([Cl:22])=[CH:20][CH:19]=[CH:18][C:17]=1[Cl:23])(=O)C1C=CC=CC=1.[BrH:24]>>[BrH:24].[Cl:22][C:21]1[CH:20]=[CH:19][CH:18]=[C:17]([Cl:23])[C:16]=1[N:15]=[C:11]1[NH:12][CH2:13][CH2:14][N:10]1[OH:9] |f:2.3|. Procedure: A suspension of 45.3 g. of 1-benzoyloxy-2-[(2,6-dichlorophenyl)imino]-imidazolidine in 450 ml. of 48% strength hydrobromic acid is warmed to 80° for 4 hours. The resulting solution is poured onto ice and extracted with ether. The aqueous phase is evaporated in vacuo. The residue is distilled azeotropically five times with a mixture of ethanol/ethyl acetate. 2-[(2,6-dichlorophenyl)imino]-1-hydroxyimidazolidine hydrobromide is obtained by crystallization from a mixture of ethanol/ethyl acetate/eth...